This data is from the Open Reaction Database (ORD), a public repository of structured organic reaction records. The task is: describe an organic reaction: reactants, conditions, products, and yield Starting materials: IC1=C(C(=O)O)C=C(C=C1I)I (2,3,5-triiodobenzoic acid), C(C(=C)C)(=O)OCCO (2-hydroxyethyl methacrylate), C1(CCCCC1)N=C=NC1CCCCC1 (1,3-dicyclohexylcarbodiimide). Solvent: CCOCC (ether). The product is C(C(=C)C)(=O)OCCOC(C1=C(C(=CC(=C1)I)I)I)=O (2-methacryloyloxyethyl(2,3,5-triiodobenzoate)). Reaction SMILES: [I:1][C:2]1[C:10]([I:11])=[CH:9][C:8]([I:12])=[CH:7][C:3]=1[C:4]([OH:6])=[O:5].[C:13]([O:18][CH2:19][CH2:20]O)(=[O:17])[C:14]([CH3:16])=[CH2:15].C1(N=C=NC2CCCCC2)CCCCC1>CCOCC>[C:13]([O:18][CH2:19][CH2:20][O:5][C:4](=[O:6])[C:3]1[CH:7]=[C:8]([I:12])[CH:9]=[C:10]([I:11])[C:2]=1[I:1])(=[O:17])[C:14]([CH3:16])=[CH2:15]. Reported procedure: 2,3,5-triiodobenzoic acid (25 g), 2-hydroxyethyl methacrylate (7.2 g), 1,3-dicyclohexylcarbodiimide (11.5 g) and 4-pyrrilidinopyridine (0.75 g) were stirred in ether suspension (250 ml) at room temperature for 24 hr. The solid was filtered off and the residue washed with fresh ether. The ether solution was extracted with dilute HCl (0.2M) and then with saturated sodium bicarbonate solution. The organic phase was dried (MgSO4) and the solvent removed under reduced pressure. The residue (21.1 g) w...